The task is: describe an organic reaction: reactants, conditions, products, and yield. This data is from the Open Reaction Database (ORD), a public repository of structured organic reaction records. The reactants are C([O-])(O)=O.[Na+] (sodium bicarbonate), COC1=CC=C(C=C1)NCC(=O)N (p-Methoxyphenyl glycinamide), Cl (HCl), CO (methanol), C(=O)C=O (glyoxal), [OH-].[Na+] (sodium hydroxide), CO (methanol). Conditions: time 1.5 hour. Yields the product OC1=NC=CN=C1C1=CC=C(C=C1)OC (2-hydroxy-3-p-methoxyphenylpyrazine). RXN SMILES: CO[C:3]1[CH:8]=[CH:7][C:6]([NH:9][CH2:10][C:11]([NH2:13])=O)=[CH:5]C=1.[CH:14]([CH:16]=O)=O.[OH-:18].[Na+].Cl.[C:21](=O)(O)[O-].[Na+].[CH3:26][OH:27]>>[OH:18][C:5]1[C:6]([C:7]2[CH:8]=[CH:3][C:26]([O:27][CH3:21])=[CH:16][CH:14]=2)=[N:9][CH:10]=[CH:11][N:13]=1 |f:2.3,5.6|. Reported procedure: p-Methoxyphenyl glycinamide (0.10 mole) in 125 ml. methanol cooled to -30° C. is treated with a solution of 19.3 g. (0.10 ml.) of 30% glyoxal in 25 ml. methanol also precooled to -30° C. The mixture is stirred and added dropwise during 15-30 minutes to 10 ml. (0.125 mole) of 12.5 N aqueous sodium hydroxide, the temperature of the reaction mixture being held at -20° to 15° C. during this addition. The mixture is refrigerated 1-2 hours at -10° C., then 1 hour at -2° to 3° C., whereupon there is ad... Reactants: C(C1=CC=CC=C1)OC(NC1(CN=CC=C1)O)=O (benzyl-3-hydroxypyridin-3-yl-carbamate), C1CCOC1 (THF), [H-].[Na+] (NaH), C(C)(C)(C)OC(CBr)=O (bromoacetic acid tert-butylester). Conditions: temperature 0 celsius, time 8 hour. The product is C(C1=CC=CC=C1)OC(=O)NC=1C(N(C=CC1)CC(=O)OC(C)(C)C)=O (tert-Butyl 2-(3-(benzyloxycarbonylamino)-2-oxopyridin-1(2H)-yl)acetate). Reaction SMILES: [CH2:1]([O:8][C:9](=[O:18])[NH:10][C:11]1(O)[CH:16]=[CH:15][CH:14]=[N:13][CH2:12]1)[C:2]1[CH:7]=[CH:6][CH:5]=[CH:4][CH:3]=1.[H-].[Na+].[C:21]([O:25][C:26](=[O:29])[CH2:27]Br)([CH3:24])([CH3:23])[CH3:22].C1C[O:33]CC1>>[CH2:1]([O:8][C:9]([NH:10][C:11]1[C:12](=[O:33])[N:13]([CH2:27][C:26]([O:25][C:21]([CH3:24])([CH3:23])[CH3:22])=[O:29])[CH:14]=[CH:15][CH:16]=1)=[O:18])[C:2]1[CH:7]=[CH:6][CH:5]=[CH:4][CH:3]=1 |f:1.2|. Reported procedure: 16.2 g of benzyl-3-hydroxypyridin-3-yl-carbamate (66.4 mmol) are suspended in 900 mL of absolute THF and cooled to 0° C. under argon atmosphere and 2.92 g of NaH (60% in mineral oil, 73.1 mmol, 1.1 eq) are added. To the resulting solution after the end of gas emission (ca. 15 min) 13.7 mL of bromoacetic acid tert-butylester (89.7 mmol, 1.35 eq) are added. It is stirred still for 15 minutes at 0° C. and subsequently at RT overnight. The reaction mixture is filtered and the filtrate is concentrate... Reactants: Br, CO, CCOC(C)=O, COc1cccc(-c2nc(=O)n(C(C)C)c3cc(C)ccc23)c1, O. The product is Cc1ccc2c(-c3cccc(O)c3)nc(=O)n(C(C)C)c2c1. RXN SMILES: [BrH:24].[CH3:26][OH:27].[CH3:28][CH2:29][O:30][C:31](=[O:32])[CH3:33].[CH:1]([CH3:2])([CH3:3])[n:4]1[c:5](=[O:23])[n:6][c:7](-[c:15]2[cH:16][c:17]([O:21][CH3:22])[cH:18][cH:19][cH:20]2)[c:8]2[cH:9][cH:10][c:11]([CH3:14])[cH:12][c:13]12.[OH2:25]>>[CH:1]([CH3:2])([CH3:3])[n:4]1[c:5](=[O:23])[n:6][c:7](-[c:15]2[cH:16][c:17]([OH:21])[cH:18][cH:19][cH:20]2)[c:8]2[cH:9][cH:10][c:11]([CH3:14])[cH:12][c:13]12. Starting materials: C(C)N1CCN(CCC1)C(=O)N1CC(C1)O (1-[(4-ethyl-1,4-diazepan-1-yl)carbonyl]azetidin-3-ol), FC=1C=CC(=NC1)C(C)(C)O (2-(5-fluoropyridin-2-yl)propan-2-ol). The product is C(C)N1CCN(CCC1)C(=O)N1CC(C1)OC=1C=CC(=NC1)C(C)(C)O (2-[5-({1-[(4-ethyl-1,4-diazepan-1-yl)carbonyl]azetidin-3-yl}oxy)pyridin-2-yl]propan-2-ol). RXN SMILES: [CH2:1]([N:3]1[CH2:9][CH2:8][CH2:7][N:6]([C:10]([N:12]2[CH2:15][CH:14]([OH:16])[CH2:13]2)=[O:11])[CH2:5][CH2:4]1)[CH3:2].F[C:18]1[CH:19]=[CH:20][C:21]([C:24]([OH:27])([CH3:26])[CH3:25])=[N:22][CH:23]=1>>[CH2:1]([N:3]1[CH2:9][CH2:8][CH2:7][N:6]([C:10]([N:12]2[CH2:15][CH:14]([O:16][C:18]3[CH:19]=[CH:20][C:21]([C:24]([OH:27])([CH3:26])[CH3:25])=[N:22][CH:23]=3)[CH2:13]2)=[O:11])[CH2:5][CH2:4]1)[CH3:2]. Procedure: In a similar fashion (Route 20, GP I), 1-[(4-ethyl-1,4-diazepan-1-yl)carbonyl]azetidin-3-ol (90 mg, 0.40 mmol) and 2-(5-fluoropyridin-2-yl)propan-2-ol (95 mg, 0.44 mmol) were used to give the title compound. Crude material (53 mg) after workup gave the title compound as colourless oil (35.6 mg) after purification by preparative HPLC. The reactants are C1CCOC1, Cc1c(-c2cn(S(=O)(=O)c3ccccc3)c3ncc(C4CCC5(CC4)OCCO5)cc23)cnn1C, Cl. Yields the product Cc1c(-c2cn(S(=O)(=O)c3ccccc3)c3ncc(C4CCC(=O)CC4)cc23)cnn1C. Reaction SMILES: [CH2:37]1[O:38][CH2:39][CH2:40][CH2:41]1.[CH3:2][n:3]1[n:4][cH:5][c:6](-[c:9]2[cH:10][n:11]([S:28](=[O:29])(=[O:30])[c:31]3[cH:32][cH:33][cH:34][cH:35][cH:36]3)[c:12]3[n:13][cH:14][c:15]([CH:18]4[CH2:19][CH2:20][C:21]5([O:22][CH2:25][CH2:24][O:23]5)[CH2:26][CH2:27]4)[cH:16][c:17]23)[c:7]1[CH3:8].[ClH:1]>>[CH3:2][n:3]1[n:4][cH:5][c:6](-[c:9]2[cH:10][n:11]([S:28](=[O:29])(=[O:30])[c:31]3[cH:32][cH:33][cH:34][cH:35][cH:36]3)[c:12]3[n:13][cH:14][c:15]([CH:18]4[CH2:19][CH2:20][C:21](=[O:22])[CH2:26][CH2:27]4)[cH:16][c:17]23)[c:7]1[CH3:8].